This data is from the Open Reaction Database (ORD), a public repository of structured organic reaction records. The task is: describe an organic reaction: reactants, conditions, products, and yield Reported procedure: 6-(2-(9H-xanthen-9-ylidene)acetamido)hexanoic acid methyl ester (365 mg, 1 mmol) and 300 ml of CH3OH were stirred at room temperature while 25 ml of 4 N solution of LiOH in H2O was added. The mixture was stirred for 24 hours at room temperature. The mixture was neutralized with concentrated hydrochloric acid to pH 7 and evaporated under vacuum to remove methanol. The residue was adjusted to pH 3 with concentrated hydrochloric acid. The solids were collected by vacuum filtration, washed with wate... Starting materials: COC(CCCCCNC(C=C1C2=CC=CC=C2OC=2C=CC=CC12)=O)=O (6-(2-(9H-xanthen-9-ylidene)acetamido)hexanoic acid methyl ester), CO (CH3OH), solution, [Li+].[OH-] (LiOH), Cl (hydrochloric acid). Conditions: time 24 hour. Solvent: O (H2O). RXN SMILES: C[O:2][C:3](=[O:27])[CH2:4][CH2:5][CH2:6][CH2:7][CH2:8][NH:9][C:10](=[O:26])[CH:11]=[C:12]1[C:25]2[CH:24]=[CH:23][CH:22]=[CH:21][C:20]=2[O:19][C:18]2[C:13]1=[CH:14][CH:15]=[CH:16][CH:17]=2.CO.[Li+].[OH-].Cl>O>[CH:14]1[C:13]2[C:12](=[CH:11][C:10]([NH:9][CH2:8][CH2:7][CH2:6][CH2:5][CH2:4][C:3]([OH:27])=[O:2])=[O:26])[C:25]3[C:20](=[CH:21][CH:22]=[CH:23][CH:24]=3)[O:19][C:18]=2[CH:17]=[CH:16][CH:15]=1 |f:2.3|. The yield is 72.9%. The product is C1=CC=CC=2OC3=CC=CC=C3C(C12)=CC(=O)NCCCCCC(=O)O (6-(2-(9H-xanthen-9-ylidene)acetamido)hexanoic acid). The reactants are C(CCC)P(CCCC)CCCC (tributylphosphine), C(C)OC(COC1=C(C=C(C=C1)S)C)=O (ethyl(4-mercapto-2-methylphenoxy)acetate), FC(C1=CC=C(C=C1)C1=CC(=CO1)CO)(F)F ({5-[4-(trifluoromethyl)phenyl]-3-furyl}methanol). Run in O1CCCC1 (tetrahydrofuran), O1CCCC1 (tetrahydrofuran). Conditions: time 18 hour. The product is C(C)OC(COC1=C(C=C(C=C1)SCC1=COC(=C1)C1=CC=C(C=C1)C(F)(F)F)C)=O (ethyl{2-methyl-4-[({5-[4-(trifluoromethyl)phenyl]-3-furyl}methyl)thio]phenoxy}acetate). As a reaction SMILES: [F:1][C:2]([F:17])([F:16])[C:3]1[CH:8]=[CH:7][C:6]([C:9]2[O:13][CH:12]=[C:11]([CH2:14]O)[CH:10]=2)=[CH:5][CH:4]=1.C(P(CCCC)CCCC)CCC.[CH2:31]([O:33][C:34](=[O:45])[CH2:35][O:36][C:37]1[CH:42]=[CH:41][C:40]([SH:43])=[CH:39][C:38]=1[CH3:44])[CH3:32]>O1CCCC1>[CH2:31]([O:33][C:34](=[O:45])[CH2:35][O:36][C:37]1[CH:42]=[CH:41][C:40]([S:43][CH2:14][C:11]2[CH:10]=[C:9]([C:6]3[CH:7]=[CH:8][C:3]([C:2]([F:17])([F:16])[F:1])=[CH:4][CH:5]=3)[O:13][CH:12]=2)=[CH:39][C:38]=1[CH3:44])[CH3:32]. Reported procedure: A solution of {5-[4-(trifluoromethyl)phenyl]-3-furyl}methanol (0.15 g) in tetrahydrofuran (15 ml) stirred at 0° C. was treated with tributylphosphine (0.2 ml), as solution of ethyl(4-mercapto-2-methylphenoxy)acetate (0.150 g) in tetrahydrofuran (2 ml) and finally azodicarbonyldimorpholide (0.204 g). The reaction was allowed to warm to ambient temperature and stirred for 18 hours. The solvent was evaporated and the residue subjected to an aqueous work up using ethyl acetate and water. The organic... Starting materials: BrC1=CC=CC2=C(N(N=C12)C)C (7-bromo-2,3-dimethyl-2H-indazole), CC1=C(C(=CC(=C1)C)C)B(O)O (2,4,6-trimethylphenyl boronic acid), P(=O)([O-])([O-])[O-].[K+].[K+].[K+] (potassium phosphate), C1(CCCCC1)P(C1=C(C=CC=C1)C1=C(C=CC=C1)N(C)C)C1CCCCC1 (2-dicyclohexylphosphino-2′-(N,N-dimethylamino)biphenyl). Reagents/catalysts: C(C)(=O)[O-].[Pd+2].C(C)(=O)[O-] (palladium(II) acetate). Reaction conditions: temperature 100 celsius, time 22 hour. The product is EtOAc hexanes, CN1N=C2C(=CC=CC2=C1C)C1=C(C=C(C=C1C)C)C (2,3-dimethyl-7-(2,4,6-trimethyl-phenyl)-2H-indazole). Isolated yield 33.0%. RXN SMILES: Br[C:2]1[C:10]2[C:6](=[C:7]([CH3:12])[N:8]([CH3:11])[N:9]=2)[CH:5]=[CH:4][CH:3]=1.[CH3:13][C:14]1[CH:19]=[C:18]([CH3:20])[CH:17]=[C:16]([CH3:21])[C:15]=1B(O)O.P([O-])([O-])([O-])=O.[K+].[K+].[K+].C1(P(C2CCCCC2)C2C=CC=CC=2C2C=CC=CC=2N(C)C)CCCCC1>C([O-])(=O)C.[Pd+2].C([O-])(=O)C>[CH3:11][N:8]1[C:7]([CH3:12])=[C:6]2[C:10]([C:2]([C:15]3[C:16]([CH3:21])=[CH:17][C:18]([CH3:20])=[CH:19][C:14]=3[CH3:13])=[CH:3][CH:4]=[CH:5]2)=[N:9]1 |f:2.3.4.5,7.8.9|. Reported procedure: A flask containing 7-bromo-2,3-dimethyl-2H-indazole (3.23 g, 14.4 mmol), 2,4,6-trimethylphenyl boronic acid (3.51 g, 21.4 mmol), freshly ground potassium phosphate (6.04 g, 28.5 mmol), 2-dicyclohexylphosphino-2′-(N,N-dimethylamino)biphenyl (0.225 g, 0.572 mmol), and palladium(II) acetate (0.032 g, 0.14 mmol) was evacuated and back-filled with nitrogen. Toluene (50 mL) was added, and the yellow-orange mixture was stirred at 100° C. for 22 h then allowed to cool. Ether (200 mL) was added, and the ... The reactants are CN1C=NC2=C1C=CC=C2[N+](=O)[O-] (1-methyl-4-nitro-1H-benzimidazole). The reagents and catalysts are [Pd] (Pd/C). The solvent is CCO (EtOH). Run at time 8 hour. The product is CN1C=NC2=C1C=CC=C2N (1-Methyl-1H-benzimidazol-4-ylamine). The yield is 93.4%. Reaction SMILES: [CH3:1][N:2]1[C:6]2[CH:7]=[CH:8][CH:9]=[C:10]([N+:11]([O-])=O)[C:5]=2[N:4]=[CH:3]1>CCO.[Pd]>[CH3:1][N:2]1[C:6]2[CH:7]=[CH:8][CH:9]=[C:10]([NH2:11])[C:5]=2[N:4]=[CH:3]1. Procedure details: A suspension of 1-methyl-4-nitro-1H-benzimidazole [2.1 g, 12 mmol, prepared as described in Viktor Milata et. al., Org. Prep. Proced. Int. 25 (6), 703-704 (1993)] and 5% Pd/C (0.21 g) in EtOH (40 mL) was vigorously stirred under an atmosphere of hydrogen at rt overnight. The reaction mixture was filtered and the filtrate concentrated under reduced pressure to afford the title compound (1.65 g). Reactants: Cl.CO (hydrochloric acid methanol), OC1=C(C(=CC(=C1CCC(C)C)OCOC)OCOC)C(CCC1=CC=C(C=C1)OCOC)=O (1-[2-hydroxy-4,6-bis(methoxymethoxy)-3-isopentylphenyl]-3-(4-methoxymethoxyphenyl)-1-propanone), C(O)([O-])=O.[Na+] (sodium hydrogencarbonate). Run in CO (methanol). Yields the product OC1=C(C(=CC(=C1CCC(C)C)O)O)C(CCC1=CC=C(C=C1)O)=O (1-(2,4,6-trihydroxy-3-isopentylphenyl)-3-(4-hydroxyphenyl)-1-propanone). Isolated yield 70.5%. Reaction SMILES: [OH:1][C:2]1[C:7]([CH2:8][CH2:9][CH:10]([CH3:12])[CH3:11])=[C:6]([O:13]COC)[CH:5]=[C:4]([O:17]COC)[C:3]=1[C:21](=[O:34])[CH2:22][CH2:23][C:24]1[CH:29]=[CH:28][C:27]([O:30]COC)=[CH:26][CH:25]=1.Cl.CO.C(=O)([O-])O.[Na+]>CO>[OH:1][C:2]1[C:7]([CH2:8][CH2:9][CH:10]([CH3:11])[CH3:12])=[C:6]([OH:13])[CH:5]=[C:4]([OH:17])[C:3]=1[C:21](=[O:34])[CH2:22][CH2:23][C:24]1[CH:25]=[CH:26][C:27]([OH:30])=[CH:28][CH:29]=1 |f:1.2,3.4|. Procedure: Then, 2.55 g of the so-obtained 1-[2-hydroxy-4,6-bis(methoxymethoxy)-3-isopentylphenyl]-3-(4-methoxymethoxyphenyl)-1-propanone was dissolved in 2 ml of methanol, and 4 ml of a hydrochloric acid/methanol reagent was added to the solution and the mixture was heated and refluxed for 20 minutes. The temperature of the reaction mixture was lowered to room temperature, and the reaction mixture was neutralized with a saturated solution of sodium hydrogencarbonate and extracted with 500 ml of ethyl acet... The product is CC(C)(N)c1cncnc1. Reaction SMILES: [CH2:35]1[O:36][CH2:37][CH2:38][CH2:39]1.[CH3:29][CH2:30][O:31][C:32](=[O:33])[CH3:34].[Na+:14].[OH-:13].[OH2:28].[OH:15][C:16]([CH2:17][C:18]([C:19](=[O:20])[OH:21])([CH2:22][C:23](=[O:24])[OH:25])[OH:26])=[O:27].[n:1]1[cH:2][n:3][cH:4][c:5]([C:7]([CH3:8])([CH3:9])[N:10]=[C:11]=[O:12])[cH:6]1>>[n:1]1[cH:2][n:3][cH:4][c:5]([C:7]([CH3:8])([CH3:9])[NH2:10])[cH:6]1. Reactants: C1CCOC1, CCOC(C)=O, [Na+], [OH-], O, O=C(O)CC(O)(CC(=O)O)C(=O)O, CC(C)(N=C=O)c1cncnc1. RXN SMILES: [NH2:1][C:2]1[CH:3]=[CH:4][C:5]([N:9]2[CH2:13][CH2:12][C@H:11]([NH:14][C:15]([O:17][C:18]([CH3:21])([CH3:20])[CH3:19])=[O:16])[CH2:10]2)=[C:6]([F:8])[CH:7]=1.Cl[C:23]([O:25][CH2:26][CH3:27])=[O:24]>N1C=CC=CC=1>[CH2:26]([O:25][C:23]([NH:1][C:2]1[CH:3]=[CH:4][C:5]([N:9]2[CH2:13][CH2:12][C@H:11]([NH:14][C:15]([O:17][C:18]([CH3:21])([CH3:20])[CH3:19])=[O:16])[CH2:10]2)=[C:6]([F:8])[CH:7]=1)=[O:24])[CH3:27]. The product is C(C)OC(=O)NC=1C=CC(=C(C1)F)N1C[C@H](CC1)NC(=O)OC(C)(C)C (5-Ethoxycarbonylamino-2-(3(S)-(t-butoxycarbonyl)aminopyrrolidin 1-yl)fluorobenzene). Conditions: time 1 hour. The reactants are ClC(=O)OCC (Ethyl chloroformate), NC=1C=CC(=C(C1)F)N1C[C@H](CC1)NC(=O)OC(C)(C)C (5-Amino-2-(3(S)-(t-butoxycarbonyl)aminopyrrolidin-1-yl)fluorobenzene), Ice water. Procedure: 5-Amino-2-(3(S)-(t-butoxycarbonyl)aminopyrrolidin-1-yl)fluorobenzene (30.4 g, 0.103 M) was dissolved in dry pyridine (150 ml) and cooled under nitrogen with stirring to 0°. Ethyl chloroformate (12.3, 0.113 M) was added dropwise, and the mixture stirred 1 hour at the same temperature. Ice-water (250 ml) was added, and stirring continued for 1 hour. The resulting precipitate was collected, washed thoroughly with water, and air dried. The residue was treated with toluene, azeotroped to half volume,... Solvent: N1=CC=CC=C1 (pyridine). Reactants: FC1=CC=C(C=C1)CC1=CN=C2C(=C(C(NC2=C1)=O)C(=O)OCC)O (ethyl 7-[(4-fluorophenyl)methyl]-4-hydroxy-2-oxo-1,2-dihydro-1,5-naphthyridine-3-carboxylate), C(C1=CC=CO1)N (furfurylamine). The product is FC1=CC=C(C=C1)CC1=CN=C2C(=C(C(NC2=C1)=O)C(=O)NCC=1OC=CC1)O (7-[(4-Fluorophenyl)methyl]-N-(2-furanylmethyl)-4-hydroxy-2-oxo-1,2-dihydro-1,5-naphthyridine-3-carboxamide). Reaction SMILES: [F:1][C:2]1[CH:7]=[CH:6][C:5]([CH2:8][C:9]2[CH:18]=[C:17]3[C:12]([C:13]([OH:25])=[C:14]([C:20](OCC)=[O:21])[C:15](=[O:19])[NH:16]3)=[N:11][CH:10]=2)=[CH:4][CH:3]=1.[CH2:26]([NH2:32])[C:27]1[O:31][CH:30]=[CH:29][CH:28]=1>>[F:1][C:2]1[CH:7]=[CH:6][C:5]([CH2:8][C:9]2[CH:18]=[C:17]3[C:12]([C:13]([OH:25])=[C:14]([C:20]([NH:32][CH2:26][C:27]4[O:31][CH:30]=[CH:29][CH:28]=4)=[O:21])[C:15](=[O:19])[NH:16]3)=[N:11][CH:10]=2)=[CH:4][CH:3]=1. Procedure: This compound was prepared from ethyl 7-[(4-fluorophenyl)methyl]-4-hydroxy-2-oxo-1,2-dihydro-1,5-naphthyridine-3-carboxylate and furfurylamine employing methods similar to those described in Example 2 and was obtained as an off-white solid: 1H NMR (d6-DMSO) δ 11.85 (1H, br), 10.70 (1H, br), 8.39 (1H, br s), 7.61 (1H, s), 7.40 (1H, s), 7.31 (2H, m), 7.15 (2H, t, J=8.5 Hz), 6.42 (1H, s), 6.33 (1H, s), 4.54 (2H, s), 4.08 (2H, s); HRMS calcd for C21H16FN3O4+H+: 394.1202. Found: 394.1195. Isolated yield 19.5%. The product is FC1=C(C(=CC=C1)F)C=1SC2=C(N1)C=C(C=C2OC)OC (2-(2,6-difluorophenyl)-5,7-dimethoxy-1,3-benzothiazole). Reaction conditions: time 24 hour. RXN SMILES: [CH3:1][O:2][C:3]1[CH:4]=[C:5]([NH:11][C:12]([C:14]2[C:19]([F:20])=[CH:18][CH:17]=[CH:16][C:15]=2[F:21])=[S:13])[CH:6]=[C:7]([O:9][CH3:10])[CH:8]=1>[Fe-3](C#N)(C#N)(C#N)(C#N)(C#N)C#N.[K+].[K+].[K+]>[F:21][C:15]1[CH:16]=[CH:17][CH:18]=[C:19]([F:20])[C:14]=1[C:12]1[S:13][C:4]2[C:3]([O:2][CH3:1])=[CH:8][C:7]([O:9][CH3:10])=[CH:6][C:5]=2[N:11]=1 |f:1.2.3.4|. The reagents and catalysts are [Fe-3](C#N)(C#N)(C#N)(C#N)(C#N)C#N.[K+].[K+].[K+] (potassium ferricyanide). The reactants are aqueous solution, COC=1C=C(C=C(C1)OC)NC(=S)C1=C(C=CC=C1F)F (N-(3,5-dimethoxyphenyl)-2,6-difluorobenzenecarbothioamide). Procedure: 170 ml (103 mmol; 3 equivalents) of a freshly prepared 20% aqueous solution of potassium ferricyanide is added to 10.3 g (33.3 mmol) of N-(3,5-dimethoxyphenyl)-2,6-difluorobenzenecarbothioamide dissolved in 150 ml of a 1.5M soda solution. The reaction medium is maintained under stirring at ambient temperature for 24 hours, then the beige precipitate formed is filtered, washed with water and dried (6.8 g; yield=66%). The mother liquors can be extracted by 3 times 75 ml of dichloromethane, then th... The reactants are O (Water), C(C)(C)(C)OC(NC1(COC(OC1)(C)C)CCC1=CC(=C(C=C1)OCCCC1=CC(=CC=C1)Br)C(F)(F)F)=O ([5-(2-{4-[3-(3-bromophenyl)propoxy]-3-trifluoromethylphenyl}ethyl)-2,2-dimethyl-1,3-dioxan-5-yl]carbamic acid t-butyl ester), P(=O)([O-])([O-])[O-].[K+].[K+].[K+] (tripotassium phosphate), C1(CC1)B(O)O (cyclopropylboronic acid), O (Water). Reagents/catalysts: C(C)(=O)[O-].[Pd+2].C(C)(=O)[O-] (palladium acetate), C1(CCCCC1)P(C1=C(C=CC=C1)C1=C(C=CC=C1OC)OC)C1CCCCC1 (2-dicyclohexylphosphino-2′,6′-dimethoxybiphenyl). Solvent: O1CCCC1 (tetrahydrofuran). Conditions: temperature 80 celsius, time 2 hour. Yields the product C(C)(C)(C)OC(NC1(COC(OC1)(C)C)CCC1=CC(=C(C=C1)OCCCC1=CC(=CC=C1)C1CC1)C(F)(F)F)=O ([5-(2-{4-[3-(3-cyclopropylphenyl)propoxy]-3-trifluoromethylphenyl}ethyl)-2,2-dimethyl-1,3-dioxan-5-yl]carbamic acid t-butyl ester). The yield is 88.0%. Reaction SMILES: [C:1]([O:5][C:6](=[O:39])[NH:7][C:8]1([CH2:16][CH2:17][C:18]2[CH:23]=[CH:22][C:21]([O:24][CH2:25][CH2:26][CH2:27][C:28]3[CH:33]=[CH:32][CH:31]=[C:30](Br)[CH:29]=3)=[C:20]([C:35]([F:38])([F:37])[F:36])[CH:19]=2)[CH2:13][O:12][C:11]([CH3:15])([CH3:14])[O:10][CH2:9]1)([CH3:4])([CH3:3])[CH3:2].P([O-])([O-])([O-])=O.[K+].[K+].[K+].[CH:48]1(B(O)O)[CH2:50][CH2:49]1.O>O1CCCC1.C([O-])(=O)C.[Pd+2].C([O-])(=O)C.C1(P(C2CCCCC2)C2C=CC=CC=2C2C(OC)=CC=CC=2OC)CCCCC1>[C:1]([O:5][C:6](=[O:39])[NH:7][C:8]1([CH2:16][CH2:17][C:18]2[CH:23]=[CH:22][C:21]([O:24][CH2:25][CH2:26][CH2:27][C:28]3[CH:33]=[CH:32][CH:31]=[C:30]([CH:48]4[CH2:50][CH2:49]4)[CH:29]=3)=[C:20]([C:35]([F:38])([F:37])[F:36])[CH:19]=2)[CH2:13][O:12][C:11]([CH3:15])([CH3:14])[O:10][CH2:9]1)([CH3:4])([CH3:3])[CH3:2] |f:1.2.3.4,8.9.10|. Procedure details: Compound 40-4 (400 mg) was dissolved in tetrahydrofuran (1.3 ml), tripotassium phosphate (350 mg), palladium acetate (7.2 mg), 2-dicyclohexylphosphino-2′,6′-dimethoxybiphenyl (13 mg) and cyclopropylboronic acid (80 mg) were added, and the mixture was stirred at 80° C. for 2 hr. Water (30 μl) was added, and the mixture was further stirred for 5.5 hr. Water was added to the reaction mixture, and the mixture was extracted with ethyl acetate, washed with saturated brine, and dried over anhydrous sod...